From a dataset of the Open Reaction Database (ORD), a public repository of structured organic reaction records. describe an organic reaction: reactants, conditions, products, and yield Run in C1CCOC1 (THF). Conditions: temperature 90 celsius, time 18 hour. The product is C[C@@H](CNc1nnc(CCSCCc2nnc(NC(=O)[C@@H](C)c3cccnc3)s2)s1)c4cccnc4. Starting materials: c1([Si]c2ccccc2)ccccc1, c1(cccnc1)[C@H](C(Nc1nnc(CCSCCc2sc(nn2)NC(=O)[C@H](c2cnccc2)C)s1)=O)C. Reagents/catalysts: c1ccc(cc1)-c2c3ccccc3cc4ccccc24 (9-Phenylanthracene), Zn(OAc)2. RXN SMILES: [CH3:1][C@@H:2]([c:31]1[cH:36][n:35][cH:34][cH:33][cH:32]1)[C:3]([NH:5][c:6]2[s:30][c:9]([CH2:10][CH2:11][S:12][CH2:13][CH2:14][c:15]3[s:29][c:18]([NH:19][C:20]([C@@H:21]([c:23]4[cH:28][n:27][cH:26][cH:25][cH:24]4)[CH3:22])=O)[n:17][n:16]3)[n:8][n:7]2)=[O:4].[SiH2](c1ccccc1)c2ccccc2>>[CH3:22][C@H:21]([c:23]1[cH:28][n:27][cH:26][cH:25][cH:24]1)[CH2:20][NH:19][c:18]2[s:29][c:15]([CH2:14][CH2:13][S:12][CH2:11][CH2:10][c:9]3[s:30][c:6]([NH:5][C:3]([C@H:2]([c:31]4[cH:36][n:35][cH:34][cH:33][cH:32]4)[CH3:1])=[O:4])[n:7][n:8]3)[n:16][n:17]2. The reactants are OC1C(N(CC1)CC(=O)OCC)=O (ethyl (R/S)-2-(3-hydroxy-2-oxo-1-pyrrolidinyl)-acetate), C[C@@H]1N([C@@H](CCC1)C)CCN (cis-2-(2,6-dimethyl-1-piperidinyl)ethylamine). The solvent is C(C)OCC (diethyl ether). Product: C[C@@H]1N([C@@H](CCC1)C)CCNC(CN1C(C(CC1)O)=O)=O ((R/S)-cis-N-[2-(2,6-dimethyl-1-piperidinyl)ethyl]-2-(3-hydroxy-2-oxo-1-pyrrolidinyl)acetamide). As a reaction SMILES: [OH:1][CH:2]1[CH2:6][CH2:5][N:4]([CH2:7][C:8]([O:10]CC)=O)[C:3]1=[O:13].[CH3:14][C@H:15]1[CH2:20][CH2:19][CH2:18][C@@H:17]([CH3:21])[N:16]1[CH2:22][CH2:23][NH2:24]>C(OCC)C>[CH3:14][C@H:15]1[CH2:20][CH2:19][CH2:18][C@@H:17]([CH3:21])[N:16]1[CH2:22][CH2:23][NH:24][C:8](=[O:10])[CH2:7][N:4]1[CH2:5][CH2:6][CH:2]([OH:1])[C:3]1=[O:13]. Procedure details: 4.5 g of ethyl (R/S)-2-(3-hydroxy-2-oxo-1-pyrrolidinyl)-acetate are heated to 100° for 3.5 hours under nitrogen with 7.1 g of cis-2-(2,6-dimethyl-1-piperidinyl)ethylamine. Thereafter, diethyl ether is added thereto, the mixture is stirred, filtered and the filter residue (6.5 g) is chromatographed on 30 g of silica gel (granular size 0.2-0.5 mm). The (R/S)-cis-N-pi [2-(2,6-dimethyl-1-piperidinyl)-ethyl]-2-(3-hydroxy-2-oxo-1-pyrrolidinyl)acetamide which is eluted with methylene chloride and metha...